Dataset: the Open Reaction Database (ORD), a public repository of structured organic reaction records. Task: describe an organic reaction: reactants, conditions, products, and yield Reactants: O=C(O)c1ncccn1, Cc1ccc(N)cc1. Reagents/catalysts: C1CCC(CC1)N=C=NC2CCCCC2 (DCC), CCOC(=O)C(=NO)C#N (Oxyma). Run in CN(C)C=O (DMF), CN(C)C=O (DMF), CN(C)C=O (DMF), CN(C)C=O (DMF), CN(C)C=O (DMF), CN(C)C=O (DMF). Run at temperature 25 celsius, time 2 hour. The product is Cc1ccc(NC(=O)c2ncccn2)cc1. Isolated yield 73.3%. RXN SMILES: Cc1ccc(N)cc1.O=C(O)c1ncccn1.C1CCC(CC1)N=C=NC2CCCCC2.CCOC(=O)C(=NO)C#N.CN(C)C=O>>Cc1ccc(NC(=O)c2ncccn2)cc1. Reactants: CCO, CCCCCC, CCO, CCOC(=O)CCN(C)C(=O)c1ccc(NC(c2oc3ccc(F)cc3c2COC)C2CCCCC2)cc1, [Na+], C1CCOC1, [OH-]. The product is COCc1c(C(Nc2ccc(C(=O)N(C)CCC(=O)O)cc2)C2CCCCC2)oc2ccc(F)cc12. Reaction SMILES: [CH2:39]([OH:40])[CH3:41].[CH3:42][CH2:43][CH2:44][CH2:45][CH2:46][CH3:47].[CH3:48][CH2:49][OH:50].[CH:1]1([CH:7]([c:8]2[o:9][c:10]3[c:11]([c:12]2[CH2:13][O:14][CH3:15])[cH:16][c:17]([F:20])[cH:18][cH:19]3)[NH:21][c:22]2[cH:23][cH:24][c:25]([C:28](=[O:29])[N:30]([CH2:31][CH2:32][C:33](=[O:34])[O:35][CH2:36][CH3:37])[CH3:38])[cH:26][cH:27]2)[CH2:2][CH2:3][CH2:4][CH2:5][CH2:6]1.[Na+:52].[O:53]1[CH2:54][CH2:55][CH2:56][CH2:57]1.[OH-:51]>>[CH:1]1([CH:7]([c:8]2[o:9][c:10]3[c:11]([c:12]2[CH2:13][O:14][CH3:15])[cH:16][c:17]([F:20])[cH:18][cH:19]3)[NH:21][c:22]2[cH:23][cH:24][c:25]([C:28](=[O:29])[N:30]([CH2:31][CH2:32][C:33](=[O:34])[OH:35])[CH3:38])[cH:26][cH:27]2)[CH2:2][CH2:3][CH2:4][CH2:5][CH2:6]1. Reactants: C(=O)CCCCCN1C(=C(C2=CC=CC=C12)C)N1C=NC=C1 (1-(5-Formylpentyl)-3-methyl-2-(1-imidazolyl)indole), [Cr](=O)(=O)([O-])O[Cr](=O)(=O)[O-].[NH+]1=CC=CC=C1.[NH+]1=CC=CC=C1 (pyridinium dichromate). Run in CN(C=O)C (dimethylformamide), C(Cl)(Cl)Cl (chloroform). Conditions: time 8 hour. The product is C(=O)(O)CCCCCN1C(=C(C2=CC=CC=C12)C)N1C=NC=C1 (1-(5-carboxypentyl)-2-(1-imidazolyl)-3-methylindole). Reaction SMILES: [CH:1]([CH2:3][CH2:4][CH2:5][CH2:6][CH2:7][N:8]1[C:16]2[C:11](=[CH:12][CH:13]=[CH:14][CH:15]=2)[C:10]([CH3:17])=[C:9]1[N:18]1[CH:22]=[CH:21][N:20]=[CH:19]1)=[O:2].[Cr](O[Cr]([O-])(=O)=O)([O-])(=O)=[O:24].[NH+]1C=CC=CC=1.[NH+]1C=CC=CC=1>CN(C)C=O.C(Cl)(Cl)Cl>[C:1]([CH2:3][CH2:4][CH2:5][CH2:6][CH2:7][N:8]1[C:16]2[C:11](=[CH:12][CH:13]=[CH:14][CH:15]=2)[C:10]([CH3:17])=[C:9]1[N:18]1[CH:22]=[CH:21][N:20]=[CH:19]1)([OH:24])=[O:2] |f:1.2.3|. Procedure: 1-(5-Formylpentyl)-3-methyl-2-(1-imidazolyl)indole (115 mg) is dissolved in dimethylformamide (1.0 ml) and pyridinium dichromate (300 mg) added all at once. The mixture is stirred overnight at room temperature, then diluted with chloroform, and the combined filtrate is extracted with 0.1N aqueous sodium hydroxide (2 ml). The aqueous extract is acidified to about pH 5.5-6.0 and extracted with chloroform. The chloroform extract is dried and concentrated in vacuo. Purification by chromatography on ... The reactants are 1C, O1COC2=C1C=CC(=C2)O (1,3-benzodioxol-5-ol), FC(C1=CC=CC=C1O)(F)F (α,α,α-trifluorocresol), BrC1=C2C(C(N(C2=CC=C1)CCCCC)=O)=O (4-bromo-1-pentyl-1H-indole-2,3-dione), C(CCCC)N1C(C(C2=CC=CC=C12)=O)=O (1-pentyl-1H-indole-2,3-dione). Product: OC1(C(N(C2=CC=CC=C12)CCCCC)=O)C1=C(C=CC(=C1)C(F)(F)F)O (3-hydroxy-3-[2-hydroxy-5-(trifluoromethyl)phenyl]-1-pentyl-1,3-dihydro-2H-indol-2-one). RXN SMILES: Br[C:2]1[CH:10]=[CH:9][CH:8]=[C:7]2[C:3]=1[C:4](=[O:17])[C:5](=[O:16])[N:6]2[CH2:11][CH2:12][CH2:13][CH2:14][CH3:15].C(N1C2C(=CC=CC=2)C(=O)C1=O)CCCC.O1[C:38]2[CH:39]=[CH:40][C:41]([OH:43])=[CH:42][C:37]=2OC1.[F:44][C:45]([F:54])([F:53])C1C(O)=CC=CC=1>>[OH:17][C:4]1([C:40]2[CH:39]=[C:38]([C:45]([F:54])([F:53])[F:44])[CH:37]=[CH:42][C:41]=2[OH:43])[C:3]2[C:7](=[CH:8][CH:9]=[CH:10][CH:2]=2)[N:6]([CH2:11][CH2:12][CH2:13][CH2:14][CH3:15])[C:5]1=[O:16]. Reported procedure: Following the procedure as described in PREPARATION 1C, and making non-critical variations to replace 4-bromo-1-pentyl-1H-indole-2,3-dione with 1-pentyl-1H-indole-2,3-dione, and 1,3-benzodioxol-5-ol with α,α,α-trifluorocresol, the title compound was obtained (46%): 1H NMR (300 MHz, CDCl3) δ 9.75 (s, 1H), 7.50-7.39 (m, 3H), 7.21 (td, 1H), 7.10-7.02 (m, 2H), 6.96 (d, 1H), 4.26 (s, 1H), 3.82-3.59 (m, 2H), 1.77-1.63 (m, 2H), 1.40-1.27 (m, 4H), 0.88 (t, 3H); MS (ES+) m/z 362 (M−17), 402 (M+23). The reactants are FC1(CCC(CC1)CNC(=O)C=1C=2C=CC(=NC2C=CC1Cl)Cl)F (2,6-dichloro-quinoline-5-carboxylic acid (4,4-difluoro-cyclohexylmethyl)-amide), CCN(C(C)C)C(C)C (DIPEA), N1CC(CC1)[C@H](C)O ((S)-pyrrolidin-3-ylethanol). Product: FC1(CCC(CC1)CNC(=O)C=1C=2C=CC(=NC2C=CC1Cl)N1C[C@@H](CC1)CCO)F (6-Chloro-2-((S)-3-hydroxyethyl-pyrrolidin-1-yl)-quinoline-5-carboxylic acid (4,4-difluoro-cyclohexylmethyl)-amide). Reaction SMILES: [F:1][C:2]1([F:24])[CH2:7][CH2:6][CH:5]([CH2:8][NH:9][C:10]([C:12]2[C:13]3[CH:14]=[CH:15][C:16](Cl)=[N:17][C:18]=3[CH:19]=[CH:20][C:21]=2[Cl:22])=[O:11])[CH2:4][CH2:3]1.CC[N:27]([CH:31]([CH3:33])C)[CH:28]([CH3:30])C.N1CC[CH:36]([C@@H:39]([OH:41])C)C1>>[F:1][C:2]1([F:24])[CH2:7][CH2:6][CH:5]([CH2:8][NH:9][C:10]([C:12]2[C:13]3[CH:14]=[CH:15][C:16]([N:27]4[CH2:28][CH2:30][C@@H:33]([CH2:36][CH2:39][OH:41])[CH2:31]4)=[N:17][C:18]=3[CH:19]=[CH:20][C:21]=2[Cl:22])=[O:11])[CH2:4][CH2:3]1. Reported procedure: The title compound was synthesized according to the procedure described in example 1 using 2,6-dichloro-quinoline-5-carboxylic acid (4,4-difluoro-cyclohexylmethyl)-amide, DIPEA and (S)-pyrrolidin-3-ylethanol. 1H NMR (400 MHz, DMSO-d6) δ ppm 8.71 (m, 1H), 7.75 (1H), 7.48 (2H), 6.96 (1H), 4.52 (1H), 3.79 (m, 1H), 3.66 (m, 1H), 3.49 (m, 2H), 3.34 (m, 1H), 3.23 (m, 2H), 3.09 (m, 1H), 2.44 (m, 1H), 2.12 (m, 1H), 2.06 (m, 2H), 1.85 (m, 2H), 1.77 (m, 2H), 1.60 (m, 4H), 1.27-1.30 (m, 2H). m/z: 452 [M+H] As a reaction SMILES: [CH3:1][C:2]1[CH:7]=[CH:6][C:5]([S:8]([NH:11][CH2:12][CH2:13][CH2:14][CH2:15][S:16][C:17]2[CH:22]=[CH:21][C:20]([NH2:23])=[CH:19][CH:18]=2)(=[O:10])=[O:9])=[CH:4][CH:3]=1.[CH3:24][S:25](Cl)(=[O:27])=[O:26]>N1C=CC=CC=1>[CH3:1][C:2]1[CH:3]=[CH:4][C:5]([S:8]([NH:11][CH2:12][CH2:13][CH2:14][CH2:15][S:16][C:17]2[CH:18]=[CH:19][C:20]([NH:23][S:25]([CH3:24])(=[O:27])=[O:26])=[CH:21][CH:22]=2)(=[O:10])=[O:9])=[CH:6][CH:7]=1. Starting materials: CC1=CC=C(C=C1)S(=O)(=O)NCCCCSC1=CC=C(C=C1)N (4-methyl-N-[4-(4-aminophenylthio)butyl]benzenesulfonamide), CS(=O)(=O)Cl (methane-sulfonyl chloride). The solvent is N1=CC=CC=C1 (pyridine). Yields the product CC1=CC=C(C=C1)S(=O)(=O)NCCCCSC1=CC=C(C=C1)NS(=O)(=O)C (4-Methyl-N-[4-(4-methanesulfonamidophenylthio)butyl]benzenesulfonamide). Reported procedure: A solution of 2.4 g of 4-methyl-N-[4-(4-aminophenylthio)butyl]benzenesulfonamide (Example 72) in 50 ml of pyridine is treated with 1.05 g of methane-sulfonyl chloride, and the solution stirred and heated on the steam bath for 6 hours. The pyridine is then removed in vacuo. The residue is shaken with 100 ml of water, and the mixture acidified below pH=2 with concentrated hydrochloric acid. The precipitate is collected, washed with water and dried. Recrystallization from 50% aqueous ethanol gives ...